From a dataset of the Open Reaction Database (ORD), a public repository of structured organic reaction records. describe an organic reaction: reactants, conditions, products, and yield The reactants are COC(=O)C=1C(NN=C(C1)C1=CC=C(C=C1)OC)=O (4-methoxycarbonyl-6-(4-methoxyphenyl)-2H-pyridazin-3-one), ClCCC#N (3-chloropropionitrile). Product: C(#N)CCN1N=C(C=C(C1=O)C(=O)OC)C1=CC=C(C=C1)OC (2-(2-Cyanoethyl)-4-methoxycarbonyl-6-(4-methoxyphenyl)-2H-pyridazin-3-one). The yield is 78.9%. As a reaction SMILES: [CH3:1][O:2][C:3]([C:5]1[C:6](=[O:19])[NH:7][N:8]=[C:9]([C:11]2[CH:16]=[CH:15][C:14]([O:17][CH3:18])=[CH:13][CH:12]=2)[CH:10]=1)=[O:4].Cl[CH2:21][CH2:22][C:23]#[N:24]>>[C:23]([CH2:22][CH2:21][N:7]1[C:6](=[O:19])[C:5]([C:3]([O:2][CH3:1])=[O:4])=[CH:10][C:9]([C:11]2[CH:16]=[CH:15][C:14]([O:17][CH3:18])=[CH:13][CH:12]=2)=[N:8]1)#[N:24]. Procedure: Using 4-methoxycarbonyl-6-(4-methoxyphenyl)-2H-pyridazin-3-one and 3-chloropropionitrile as starting materials, the procedures of Example 1 were repeated likewise, whereby the title compound was obtained in a yield of 78.9%. The reactants are Nc1ccccc1SCc1cccc([N+](=O)[O-])c1, c1ccncc1, O=S(=O)(Cl)c1cc2ccccc2o1. Product: O=[N+]([O-])c1cccc(CSc2ccccc2NS(=O)(=O)c2cc3ccccc3o2)c1. Reaction SMILES: [N+:1](=[O:2])([O-:3])[c:4]1[cH:5][c:6]([CH2:7][S:8][c:9]2[c:10]([NH2:11])[cH:12][cH:13][cH:14][cH:15]2)[cH:16][cH:17][cH:18]1.[cH:32]1[cH:33][cH:34][n:35][cH:36][cH:37]1.[o:19]1[c:20]([S:28](=[O:29])(=[O:30])[Cl:31])[cH:21][c:22]2[c:23]1[cH:24][cH:25][cH:26][cH:27]2>>[N+:1](=[O:2])([O-:3])[c:4]1[cH:5][c:6]([CH2:7][S:8][c:9]2[c:10]([NH:11][S:28]([c:20]3[o:19][c:23]4[c:22]([cH:21]3)[cH:27][cH:26][cH:25][cH:24]4)(=[O:29])=[O:30])[cH:12][cH:13][cH:14][cH:15]2)[cH:16][cH:17][cH:18]1. The reactants are CCO, Cl, [Na+], [OH-], O, CCOC(=O)c1cnc(O)nc1C(F)(F)C(F)(F)F. Product: O=C(O)c1cnc(O)nc1C(F)(F)C(F)(F)F. Reaction SMILES: [CH3:23][CH2:24][OH:25].[ClH:22].[Na+:21].[OH-:20].[OH2:26].[OH:1][c:2]1[n:3][cH:4][c:5]([C:15](=[O:16])[O:17][CH2:18][CH3:19])[c:6]([C:8]([C:9]([F:10])([F:11])[F:12])([F:13])[F:14])[n:7]1>>[OH:1][c:2]1[n:3][cH:4][c:5]([C:15](=[O:16])[OH:17])[c:6]([C:8]([C:9]([F:10])([F:11])[F:12])([F:13])[F:14])[n:7]1. Starting materials: O=[N+]([O-])c1ccc(Br)cn1, O=C([O-])[O-], CC(=O)O[Pd]OC(C)=O, C1COCCO1, [Cs+], [Cs+], CC(C)(C)OC(=O)N1CCNC(=O)C1. Yields the product CC(C)(C)OC(=O)N1CCN(c2ccc([N+](=O)[O-])nc2)C(=O)C1. Reaction SMILES: [Br:15][c:16]1[cH:17][cH:18][c:19]([N+:22](=[O:23])[O-:24])[n:20][cH:21]1.[C:25](=[O:26])([O-:27])[O-:28].[C:37]([O:38][Pd:39][O:40][C:41](=[O:42])[CH3:43])(=[O:44])[CH3:45].[CH2:31]1[O:32][CH2:33][CH2:34][O:35][CH2:36]1.[Cs+:29].[Cs+:30].[O:1]=[C:2]1[CH2:3][N:4]([C:8](=[O:9])[O:10][C:11]([CH3:12])([CH3:13])[CH3:14])[CH2:5][CH2:6][NH:7]1>>[O:1]=[C:2]1[CH2:3][N:4]([C:8](=[O:9])[O:10][C:11]([CH3:12])([CH3:13])[CH3:14])[CH2:5][CH2:6][N:7]1[c:16]1[cH:17][cH:18][c:19]([N+:22](=[O:23])[O-:24])[n:20][cH:21]1. Reactants: C[O-], CO, Clc1ncnc2ccccc12, [Na+]. Product: c1ccc2ncncc2c1. As a reaction SMILES: [CH3:12][O-:13].[CH3:15][OH:16].[Cl:1][c:2]1[n:3][cH:4][n:5][c:6]2[cH:7][cH:8][cH:9][cH:10][c:11]12.[Na+:14]>>[cH:2]1[n:3][cH:4][n:5][c:6]2[cH:7][cH:8][cH:9][cH:10][c:11]12.